This data is from the Open Reaction Database (ORD), a public repository of structured organic reaction records. The task is: describe an organic reaction: reactants, conditions, products, and yield Reactants: C(C1=CC=CC=C1)OCC[C@@H](C1=NN2C(C(N1C1=CC(=CC(=C1)F)F)=O)=C(C=C2)C#N)NC(OC(C)(C)C)=O ((S)-tert-Butyl (3-(benzyloxy)-1-(5-cyano-3-(3,5-difluorophenyl)-4-oxo-3,4-dihydropyrrolo[2,1-f][1,2,4]triazin-2-yl)propyl)carbamate), Cl (hydrochloric acid), O1CCOCC1 (dioxane). Product: N[C@@H](CCOCC1=CC=CC=C1)C1=NN2C(C(N1C1=CC(=CC(=C1)F)F)=O)=C(C=C2)C#N ((S)-2-(1-Amino-3-(benzyloxy)propyl)-3-(3,5-difluorophenyl)-4-oxo-3,4-dihydropyrrolo[2,1-f][1,2,4]triazine-5-carbonitrile). Isolated yield 107.2%. Reaction SMILES: [CH2:1]([O:8][CH2:9][CH2:10][C@H:11]([NH:32]C(=O)OC(C)(C)C)[C:12]1[N:17]([C:18]2[CH:23]=[C:22]([F:24])[CH:21]=[C:20]([F:25])[CH:19]=2)[C:16](=[O:26])[C:15]2=[C:27]([C:30]#[N:31])[CH:28]=[CH:29][N:14]2[N:13]=1)[C:2]1[CH:7]=[CH:6][CH:5]=[CH:4][CH:3]=1.Cl.O1CCOCC1>>[NH2:32][C@H:11]([C:12]1[N:17]([C:18]2[CH:19]=[C:20]([F:25])[CH:21]=[C:22]([F:24])[CH:23]=2)[C:16](=[O:26])[C:15]2=[C:27]([C:30]#[N:31])[CH:28]=[CH:29][N:14]2[N:13]=1)[CH2:10][CH2:9][O:8][CH2:1][C:2]1[CH:3]=[CH:4][CH:5]=[CH:6][CH:7]=1. Procedure details: (S)-tert-Butyl (3-(benzyloxy)-1-(5-cyano-3-(3,5-difluorophenyl)-4-oxo-3,4-dihydropyrrolo[2,1-f][1,2,4]triazin-2-yl)propyl)carbamate (50 mg, 0.09 mmol) was treated with a solution of hydrochloric acid in dioxane (4M, 350 μl, 1.4 mmol) according to the method described in Preparation 1 to obtain 42 mg (92% yield) of the title compound as a yellow solid. Purity 96%. The reactants are BrC1=CC2=C(C(NCC2)=O)S1 (2-bromo-5,6-dihydro-4H-thieno[2,3-c]pyridin-7-one), C(OC)COC (dimethoxyethane), COC1=CC=C(C=C1)B(O)O (4-methoxyphenyl boronic acid), C(=O)([O-])[O-].[Na+].[Na+] (Na2CO3). Reagents/catalysts: C=1C=CC(=CC1)[P](C=2C=CC=CC2)(C=3C=CC=CC3)[Pd]([P](C=4C=CC=CC4)(C=5C=CC=CC5)C=6C=CC=CC6)([P](C=7C=CC=CC7)(C=8C=CC=CC8)C=9C=CC=CC9)[P](C=1C=CC=CC1)(C=1C=CC=CC1)C=1C=CC=CC1 (Pd(PPh3)4). Solvent: O (water), CO (CH3OH), O (water). Product: COC1=CC=C(C=C1)C1=CC2=C(C(NCC2)=O)S1 (2-(4-Methoxy-phenyl)-5,6-dihydro-4H-thieno[2,3-c]pyridin-7-one). The yield is 82.9%. RXN SMILES: Br[C:2]1[S:11][C:5]2[C:6](=[O:10])[NH:7][CH2:8][CH2:9][C:4]=2[CH:3]=1.[CH3:12][O:13][C:14]1[CH:19]=[CH:18][C:17](B(O)O)=[CH:16][CH:15]=1.C([O-])([O-])=O.[Na+].[Na+].C(COC)OC>O.C1C=CC([P]([Pd]([P](C2C=CC=CC=2)(C2C=CC=CC=2)C2C=CC=CC=2)([P](C2C=CC=CC=2)(C2C=CC=CC=2)C2C=CC=CC=2)[P](C2C=CC=CC=2)(C2C=CC=CC=2)C2C=CC=CC=2)(C2C=CC=CC=2)C2C=CC=CC=2)=CC=1.CO>[CH3:12][O:13][C:14]1[CH:19]=[CH:18][C:17]([C:2]2[S:11][C:5]3[C:6](=[O:10])[NH:7][CH2:8][CH2:9][C:4]=3[CH:3]=2)=[CH:16][CH:15]=1 |f:2.3.4,^1:39,41,60,79|. Procedure: Combine 2-bromo-5,6-dihydro-4H-thieno[2,3-c]pyridin-7-one (1.024 g, 4.42 mmol), 4-methoxyphenyl boronic acid (0.671 g, 4.42 mmol), Na2CO3 (0.94 g, 8.83 mmol), in water (10 mL), dimethoxyethane (75 mL) and CH3OH (50 mL). Purge with nitrogen for 5 min. Add Pd(PPh3)4 (0.153 g, 0.1325 mmol) and reflux the resulting mixture overnight. Cool the reaction to RT and dilute with water (100 mL). Extract with EtOAc (3×100 L), and concentrate. Treat the residue with EtOAc (40 mL), collect the solid and wash ... Starting materials: O=C=O, C1CCOC1, CO, N#CCc1ccc([N+](=O)[O-])cc1, O. Product: N#CCc1ccc(N)cc1. As a reaction SMILES: [C:19](=[O:20])=[O:21].[CH2:1]1[O:2][CH2:3][CH2:4][CH2:5]1.[CH3:22][OH:23].[N+:6]([O-:7])(=[O:8])[c:9]1[cH:10][cH:11][c:12]([CH2:13][C:14]#[N:15])[cH:16][cH:17]1.[OH2:18]>>[NH2:6][c:9]1[cH:10][cH:11][c:12]([CH2:13][C:14]#[N:15])[cH:16][cH:17]1. Reactants: COC1=CC=C(CN(C2=NC=C(C=N2)C=2C3=C(N=C(N2)N2CCOCC2)NCC3)CC3=CC=C(C=C3)OC)C=C1 (bis-(4-methoxy-benzyl)-[5-(2-morpholin-4-yl-6,7-dihydro-5H-pyrrolo[2,3-d]pyrimidin-4-yl)-pyrimidin-2-yl]-amine), BrC=1C=CC(=NC1)C(=O)N1CCOCC1 ((5-bromo-pyridin-2-yl)-morpholin-4-yl-methanone), COC(C1=CC=C(C=C1)Br)=O (4-bromobenzoic acid methyl ester). The product is COC1=CC=C(CN(C2=NC=C(C=N2)C=2C3=C(N=C(N2)N2CCOCC2)N(CC3)C=3C=CC(=NC3)C(=O)N3CCOCC3)CC3=CC=C(C=C3)OC)C=C1 ([5-(4-{2-[bis-(4-methoxy-benzyl)-amino]-pyrimidin-5-yl}-2-morpholin-4-yl-5,6-dihydro-pyrrolo[2,3-d]pyrimidin-7-yl)-pyridin-2-yl]-morpholin-4-yl-methanone). Reaction SMILES: [CH3:1][O:2][C:3]1[CH:40]=[CH:39][C:6]([CH2:7][N:8]([CH2:30][C:31]2[CH:36]=[CH:35][C:34]([O:37][CH3:38])=[CH:33][CH:32]=2)[C:9]2[N:14]=[CH:13][C:12]([C:15]3[C:16]4[CH2:29][CH2:28][NH:27][C:17]=4[N:18]=[C:19]([N:21]4[CH2:26][CH2:25][O:24][CH2:23][CH2:22]4)[N:20]=3)=[CH:11][N:10]=2)=[CH:5][CH:4]=1.Br[C:42]1[CH:43]=[CH:44][C:45]([C:48]([N:50]2[CH2:55][CH2:54][O:53][CH2:52][CH2:51]2)=[O:49])=[N:46][CH:47]=1.COC(=O)C1C=CC(Br)=CC=1>>[CH3:38][O:37][C:34]1[CH:33]=[CH:32][C:31]([CH2:30][N:8]([CH2:7][C:6]2[CH:5]=[CH:4][C:3]([O:2][CH3:1])=[CH:40][CH:39]=2)[C:9]2[N:10]=[CH:11][C:12]([C:15]3[C:16]4[CH2:29][CH2:28][N:27]([C:42]5[CH:43]=[CH:44][C:45]([C:48]([N:50]6[CH2:55][CH2:54][O:53][CH2:52][CH2:51]6)=[O:49])=[N:46][CH:47]=5)[C:17]=4[N:18]=[C:19]([N:21]4[CH2:26][CH2:25][O:24][CH2:23][CH2:22]4)[N:20]=3)=[CH:13][N:14]=2)=[CH:36][CH:35]=1. Procedure details: Using bis-(4-methoxy-benzyl)-[5-(2-morpholin-4-yl-6,7-dihydro-5H-pyrrolo[2,3-d]pyrimidin-4-yl)-pyrimidin-2-yl]-amine (81 mg) and (5-bromo-pyridin-2-yl)-morpholin-4-yl-methanone (45 mg) obtained in the same manner as Step A in Example 1-D-79 instead of 4-bromobenzoic acid methyl ester in Example 1-D-08, in the same manner as Example 1-D-08, a crude product of [5-(4-{2-[bis-(4-methoxy-benzyl)-amino]-pyrimidin-5-yl}-2-morpholin-4-yl-5,6-dihydro-pyrrolo[2,3-d]pyrimidin-7-yl)-pyridin-2-yl]-morpholin-... Starting materials: FC1=C(C(=O)OCC)C=CC(=C1)C1=NC=NC2=CC=C(C=C12)C=1C=NN(C1)C(C1=CC=CC=C1)(C1=CC=CC=C1)C1=CC=CC=C1 (ethyl 2-fluoro-4-[6-(1-trityl-1H-pyrazol-4-yl)-quinazolin-4-yl]benzoate), [OH-].[Li+] (lithium hydroxide). The solvent is solvent, C(C)O (ethanol), O (water). Product: FC1=C(C(=O)O)C=CC(=C1)C1=NC=NC2=CC=C(C=C12)C=1C=NN(C1)C(C1=CC=CC=C1)(C1=CC=CC=C1)C1=CC=CC=C1 (2-Fluoro-4-[6-(1-trityl-1H-pyrazol-4-yl)-quinazolin-4-yl]benzoic acid). Isolated yield 72.9%. RXN SMILES: [F:1][C:2]1[CH:12]=[C:11]([C:13]2[C:22]3[C:17](=[CH:18][CH:19]=[C:20]([C:23]4[CH:24]=[N:25][N:26]([C:28]([C:41]5[CH:46]=[CH:45][CH:44]=[CH:43][CH:42]=5)([C:35]5[CH:40]=[CH:39][CH:38]=[CH:37][CH:36]=5)[C:29]5[CH:34]=[CH:33][CH:32]=[CH:31][CH:30]=5)[CH:27]=4)[CH:21]=3)[N:16]=[CH:15][N:14]=2)[CH:10]=[CH:9][C:3]=1[C:4]([O:6]CC)=[O:5].[OH-].[Li+]>C(O)C.O>[F:1][C:2]1[CH:12]=[C:11]([C:13]2[C:22]3[C:17](=[CH:18][CH:19]=[C:20]([C:23]4[CH:24]=[N:25][N:26]([C:28]([C:29]5[CH:30]=[CH:31][CH:32]=[CH:33][CH:34]=5)([C:35]5[CH:36]=[CH:37][CH:38]=[CH:39][CH:40]=5)[C:41]5[CH:46]=[CH:45][CH:44]=[CH:43][CH:42]=5)[CH:27]=4)[CH:21]=3)[N:16]=[CH:15][N:14]=2)[CH:10]=[CH:9][C:3]=1[C:4]([OH:6])=[O:5] |f:1.2|. Procedure details: 0.82 g ethyl 2-fluoro-4-[6-(1-trityl-1H-pyrazol-4-yl)-quinazolin-4-yl]benzoate (compound in Example 752) was dissolved in 30 mL solvent mixture of ethanol and water (2:1), then 0.11 g lithium hydroxide was added thereto, and the mixture was heated for 5 hours under reflux. The reaction solution was neutralized under ice-cooling. The solution was extracted with dichloromethane and recrystallized from ethanol/ether, to give 570 mg of the title compound as pale yellow crystals.